From a dataset of the Open Reaction Database (ORD), a public repository of structured organic reaction records. describe an organic reaction: reactants, conditions, products, and yield Starting materials: C(C)OC(=O)C=1C(=NC(=C(C1N)[N+](=O)[O-])Cl)C (4-amino-6-chloro-2-methyl-5-nitropyridine-3-carboxylic acid ethyl ester), alcohol, C(CCC)N (butylamine). Run in C(C)N(CC)CC (triethylamine). Product: C(C)OC(=O)C=1C(=NC(=C(C1N)[N+](=O)[O-])NCCCC)C (4-Amino-6-butylamino-2-methyl-5-nitropyridine-3-carboxylic acid ethyl ester). RXN SMILES: [CH2:1]([O:3][C:4]([C:6]1[C:7]([CH3:17])=[N:8][C:9](Cl)=[C:10]([N+:13]([O-:15])=[O:14])[C:11]=1[NH2:12])=[O:5])[CH3:2].[CH2:18]([NH2:22])[CH2:19][CH2:20][CH3:21]>C(N(CC)CC)C>[CH2:1]([O:3][C:4]([C:6]1[C:7]([CH3:17])=[N:8][C:9]([NH:22][CH2:18][CH2:19][CH2:20][CH3:21])=[C:10]([N+:13]([O-:15])=[O:14])[C:11]=1[NH2:12])=[O:5])[CH3:2]. Reported procedure: 26 g. of 4-amino-6-chloro-2-methyl-5-nitropyridine-3-carboxylic acid ethyl ester (0.1 mol.) in 300 ml. of alcohol and 15 g. of triethylamine are treated with 7.3 g. of butylamine for 30 minutes at reflux temperature. After this time, the solution is evaporated to dryness and 100 ml. of ethyl acetate are added to the residue. The triethylammonium chloride is filtered off, the solvent is evaporated and the remaining oil recrystallized from methanol. The yield of 4-amino-6-butylamino-2-methyl-5-nit... Reactants: CNC(=O)N (methylurea), [S-]C#N.[Na+] (NaSCN). Run at temperature 70 celsius, time 10 hour. Product: CNC(=O)N.[S-]C#N.[Na+] (methylurea NaSCN). Isolated yield 169.8%. As a reaction SMILES: [CH3:1][NH:2][C:3]([NH2:5])=[O:4].[S-:6][C:7]#[N:8].[Na+:9]>>[CH3:1][NH:2][C:3]([NH2:5])=[O:4].[S-:6][C:7]#[N:8].[Na+:9] |f:1.2,3.4.5|. Procedure: To a round-bottom flask, 4.5 g of purified methylurea and 2 g of NaSCN (sodium thiocyanate) were introduced. The mixture was agitated gradually under nitrogen atmosphere at 70° C. for 10 hours to obtain 6.5 g of methylurea-NaSCN eutectic mixture. Reactants: ClC=1C=C(C(=O)O)C=CC1O (3-chloro-4-hydroxybenzoic acid), [OH-].[Na+] (sodium hydroxide), C(C#C)Br (Propargyl bromide). Solvent: C(C)(C)O (isopropyl alcohol). The product is ClC=1C=C(C(=O)OCC#C)C=CC1O (Propargyl 3-Chloro-4-Hydroxybenzoate). Yield: 64.3%. RXN SMILES: [Cl:1][C:2]1[CH:3]=[C:4]([CH:8]=[CH:9][C:10]=1[OH:11])[C:5]([OH:7])=[O:6].[OH-].[Na+].[CH2:14](Br)[C:15]#[CH:16]>C(O)(C)C>[Cl:1][C:2]1[CH:3]=[C:4]([CH:8]=[CH:9][C:10]=1[OH:11])[C:5]([O:7][CH2:16][C:15]#[CH:14])=[O:6] |f:1.2|. Procedure: Using the above procedure, 3-chloro-4-hydroxybenzoic acid (0.0826 mole) and sodium hydroxide (0.0826 mole) were dissolved in 50% isopropyl alcohol (200 ml). Propargyl bromide (0.0826 mole) was added and the solution was heated to reflux for 6 hours. The solution was then cooled and the isopropyl alcohol was removed under vacuum. The residue was taken up in methylene chloride (200 ml), washed with water (200 ml), saturated sodium bicarbonate, saline and dried over magnesium sulfate. Removal of th... Starting materials: NCCOCCOCC(=O)O (2-[2-(aminoethoxy)ethoxy]-acetic acid), [OH-].[Na+] (NaOH), [OH-].[Na+] (NaOH), C(C1=CC=CC=C1)OC(=O)Cl (chloroformic acid benzyl ester). Run in C1CCOC1 (THF), O (water). Run at time 2.5 hour. The product is C(C1=CC=CC=C1)OC(=O)NCCOCCOCC(=O)O (2-[2-(Benzyloxycarbonylaminoethoxy)-ethoxy]-acetic Acid). RXN SMILES: [NH2:1][CH2:2][CH2:3][O:4][CH2:5][CH2:6][O:7][CH2:8][C:9]([OH:11])=[O:10].[OH-].[Na+].[CH2:14]([O:21][C:22](Cl)=[O:23])[C:15]1[CH:20]=[CH:19][CH:18]=[CH:17][CH:16]=1>C1COCC1.O>[CH2:14]([O:21][C:22]([NH:1][CH2:2][CH2:3][O:4][CH2:5][CH2:6][O:7][CH2:8][C:9]([OH:11])=[O:10])=[O:23])[C:15]1[CH:20]=[CH:19][CH:18]=[CH:17][CH:16]=1 |f:1.2|. Procedure details: A suspension of 6.7 g (12.5 mmol) of 2-[2-(aminoethoxy)ethoxy]-acetic acid in 30 ml of THF and 10 ml of water is adjusted to pH 10 with 2N NaOH, and reacted dropwise with 1.95 ml of chloroformic acid benzyl ester (Fluka, Buchs, Switzerland). While the mixture is being stirred for 2.5 h, the pH is maintained between 9 and 9.5 by 2N NaOH. After concentration of the reaction mixture under reduced pressure, the resulting aqueous phase is washed twice with ethyl acetate, adjusted to pH 1.8 with 2N su... Starting materials: CC(C)C (isobutane), CC(C)C (isobutane), CC(C)C (isobutane), O=O (oxygen), C(C)(C)(C)O (tertiary butyl alcohol), CC(=O)C (acetone), CC(C)C (isobutane), liquid, CC(C)C (isobutane). As a reaction SMILES: [CH3:1][CH:2]([CH3:4])[CH3:3].O=O.[C:7]([OH:11])([CH3:10])([CH3:9])[CH3:8].CC(C)=[O:14]>[Mo].CO.O>[CH3:1][CH:2]([CH3:4])[CH3:3].[C:7]([O:11][OH:14])([CH3:10])([CH3:9])[CH3:8]. Solvent: CO (methanol), O (water). Yield: 6.0%. Conditions: temperature 280 fahrenheit. The reagents and catalysts are [Mo] (molybdenum). Procedure: The oxidation zone is in a pressurized reactor which is partially filled with a liquid reaction mixture comprising 5 ppm of soluble molybdenum catalyst. The liquid reaction mixture can be deemed to be about 66% isobutane and about 34% of a liquid mixture of oxidate, comprising products and byproducts. Fresh isobutane is injected and recycle isobutane is injected into the liquid reaction mixture. An oxygen-containing gas is injected into the liquid reaction mixture. The reactor is maintained at 7... Yields the product CC(C)C (isobutane), C(C)(C)(C)OO (tertiary butyl hydroperoxide), mixture. Reactants: COC1=CC=C(C=C1)[C@@H](C)N1C[C@@H](CC1=O)C=O ((R)-1-((R)-1-(4-methoxyphenyl)ethyl)-5-oxopyrrolidine-3-carbaldehyde), [F-].C(CCC)[N+](CCCC)(CCCC)CCCC (tetrabutylammonium fluoride), C[Si](C(F)(F)F)(C)C (trimethyl(trifluoromethyl)silane). Run in C1(=CC=CC=C1)C (toluene). Reaction conditions: temperature -60 celsius. The product is COC1=CC=C(C=C1)[C@@H](C)N1C(C[C@H](C1)C(C(F)(F)F)O)=O ((4R)-1-[(1R)-1-(4-methoxyphenyl)ethyl]-4-(2,2,2-trifluoro-1-hydroxyethyl)pyrrolidin-2-one). As a reaction SMILES: [CH3:1][O:2][C:3]1[CH:8]=[CH:7][C:6]([C@H:9]([N:11]2[C:15](=[O:16])[CH2:14][C@@H:13]([CH:17]=[O:18])[CH2:12]2)[CH3:10])=[CH:5][CH:4]=1.[F-].C([N+](CCCC)(CCCC)CCCC)CCC.C[Si](C)(C)[C:39]([F:42])([F:41])[F:40]>C1(C)C=CC=CC=1>[CH3:1][O:2][C:3]1[CH:8]=[CH:7][C:6]([C@H:9]([N:11]2[CH2:12][C@H:13]([CH:17]([OH:18])[C:39]([F:42])([F:41])[F:40])[CH2:14][C:15]2=[O:16])[CH3:10])=[CH:5][CH:4]=1 |f:1.2|. Reported procedure: Into a 250-mL 3-necked round-bottom flask purged and maintained with an inert atmosphere of nitrogen was placed a solution of (3R)-1-[(1R)-1-(4-methoxyphenyl)ethyl]-5-oxopyrrolidine-3-carbaldehyde 1.07 (7 g, 28.31 mmol, 1.00 equiv) in toluene (100 mL), trimethyl(trifluoromethyl)silane (2.9 mL), followed by the addition of tetrabutylammonium fluoride (1 mol/L in tetrahydrofuran) (1.53 mL) dropwise with stirring at −60° C. The resulting solution was stirred overnight at room temperature, quenched ... Reactants: [Al+3], CCOC(COS(C)(=O)=O)Cc1ccc(OCCc2ccc(NC(=O)OC(C)(C)C)cc2)cc1, CCOCC, [H-], [H-], [H-], [H-], [Li+], [N-]=[N+]=[N-], [Na+], CN(C)C=O. Product: CCOC(CN)Cc1ccc(OCCc2ccc(NC(=O)OC(C)(C)C)cc2)cc1. Reaction SMILES: [Al+3:40].[CH3:1][S:2]([O:3][CH2:6][CH:7]([CH2:8][c:9]1[cH:10][cH:11][c:12]([O:15][CH2:16][CH2:17][c:18]2[cH:19][cH:20][c:21]([NH:24][C:25](=[O:26])[O:27][C:28]([CH3:29])([CH3:30])[CH3:31])[cH:22][cH:23]2)[cH:13][cH:14]1)[O:32][CH2:33][CH3:34])(=[O:4])=[O:5].[CH3:50][CH2:51][O:52][CH2:53][CH3:54].[H-:39].[H-:42].[H-:43].[H-:44].[Li+:41].[N-:36]=[N+:37]=[N-:38].[Na+:35].[O:45]=[CH:46][N:47]([CH3:48])[CH3:49]>>[CH2:6]([CH:7]([CH2:8][c:9]1[cH:10][cH:11][c:12]([O:15][CH2:16][CH2:17][c:18]2[cH:19][cH:20][c:21]([NH:24][C:25](=[O:26])[O:27][C:28]([CH3:29])([CH3:30])[CH3:31])[cH:22][cH:23]2)[cH:13][cH:14]1)[O:32][CH2:33][CH3:34])[NH2:36]. Starting materials: ClC=1N=CC=2N(C1)C(=CN2)S(N(C)C)(=O)=O (6-chloro-3-(N,N-dimethylsulfamoyl)imidazo[1,2-a]pyrazine), N1CCNCC1 (piperazine). The solvent is C(C)#N (acetonitrile). Yields the product Cl.CN(S(=O)(=O)C1=CN=C2N1C=C(N=C2)N2CCNCC2)C (3-(N,N-dimethylsulfamoyl)-6-(1-piperazinyl)imidazo[1,2-a]pyrazine hydrochloride). As a reaction SMILES: [Cl:1][C:2]1[N:3]=[CH:4][C:5]2[N:6]([C:8]([S:11](=[O:16])(=[O:15])[N:12]([CH3:14])[CH3:13])=[CH:9][N:10]=2)[CH:7]=1.[NH:17]1[CH2:22][CH2:21][NH:20][CH2:19][CH2:18]1>C(#N)C>[ClH:1].[CH3:13][N:12]([CH3:14])[S:11]([C:8]1[N:6]2[CH:7]=[C:2]([N:17]3[CH2:22][CH2:21][NH:20][CH2:19][CH2:18]3)[N:3]=[CH:4][C:5]2=[N:10][CH:9]=1)(=[O:16])=[O:15] |f:3.4|. Procedure: The crude product from Step A is reacted with piperazine (2 g) in refluxing acetonitrile for 18 hours and the mixture cooled and concentrated under vacuum, and the residue partitioned between dilute sodium hydroxide and chloroform. The chloroform extract is dried over sodium sulfate, filtered and concentrated under vacuum to a residue which is purified by chromatography on silica gel and crystallized from ethanolic hydrogen chloride to give 3-(N,N-dimethylsulfamoyl)-6-(1-piperazinyl)imidazo[1,2-... The reactants are C1CCC=2NC=3C(=CC=CC3C21)C(=O)N[C@@H](C(=O)OC)C (methyl (2R)-2-[(1,2,3,4-tetrahydrocyclopenta[b]indol-5-ylcarbonyl)amino]propanoate). Reagents/catalysts: [Pd] (Pd/C). The product is C1CCC2NC=3C(=CC=CC3C21)C(=O)N[C@@H](C(=O)OC)C (Methyl (2R)-2-[(1,2,3,3a,4,8b-Hexahydrocyclopenta[b]Indol-5-ylcarbonyl)-Amino]Propanoate). RXN SMILES: [CH2:1]1[C:12]2[C:11]3[CH:10]=[CH:9][CH:8]=[C:7]([C:13]([NH:15][C@H:16]([CH3:21])[C:17]([O:19][CH3:20])=[O:18])=[O:14])[C:6]=3[NH:5][C:4]=2[CH2:3][CH2:2]1>[Pd]>[CH2:1]1[CH:12]2[CH:4]([NH:5][C:6]3[C:7]([C:13]([NH:15][C@H:16]([CH3:21])[C:17]([O:19][CH3:20])=[O:18])=[O:14])=[CH:8][CH:9]=[CH:10][C:11]=32)[CH2:3][CH2:2]1. Reported procedure: Following the procedure of method 1C, methyl (2R)-2-[(1,2,3,4-tetrahydrocyclopenta[b]indol-5-ylcarbonyl)amino]propanoate (4.9 mmol, 1.4 g) was hydrogenated using 5% Pd/C (1.5 g) and concentrated HCI (7 mL) in methanol (25 mL) to yield an oil (2.7 mmol, 0.77 9, 55%).